Dataset: the Open Reaction Database (ORD), a public repository of structured organic reaction records. Task: describe an organic reaction: reactants, conditions, products, and yield Yields the product C(C1=CC=CC=C1)OC1=C(C=C(C=C1)Br)CO ((2-benzyloxy-5-bromo-phenyl)-methanol). Reactants: BrC=1C=CC(=C(CO)C1)O (5-bromo-2-hydroxybenzylalcohol), C(C1=CC=CC=C1)Br (benzylbromide), [OH-].[Na+] (NaOH). Run at time 8 hour. Run in CCO (EtOH), CCO (EtOH). As a reaction SMILES: [Br:1][C:2]1[CH:3]=[CH:4][C:5]([OH:10])=[C:6]([CH:9]=1)[CH2:7][OH:8].[OH-].[Na+].[CH2:13](Br)[C:14]1[CH:19]=[CH:18][CH:17]=[CH:16][CH:15]=1>CCO>[CH2:13]([O:10][C:5]1[CH:4]=[CH:3][C:2]([Br:1])=[CH:9][C:6]=1[CH2:7][OH:8])[C:14]1[CH:19]=[CH:18][CH:17]=[CH:16][CH:15]=1 |f:1.2|. The yield is 82.1%. Procedure details: A solution of 5-bromo-2-hydroxybenzylalcohol (3.677 g, 18.11 mmol) in abs. EtOH (80 ml) and NaOH (0.797 g, 19.921 mmol) was stirred under a N2 atmosphere for 20 min at RT then a solution of benzylbromide (2.15 ml, 18.11 mmol) in abs. EtOH (10 ml) was added and the mixture was stirred at RT overnight. The volatiles was removed under vacuum. The reminder was partitioned between HCl (2M aq.) and EtOAc. The organic layer was washed with brine, dried (MgSO4) and evaporated to dryness. The residue was...